This data is from the Open Reaction Database (ORD), a public repository of structured organic reaction records. The task is: describe an organic reaction: reactants, conditions, products, and yield The reactants are Cl (hydrochloric acid), crude material, FC(C1=CC=C2C(=CC=NC2=C1)NC1=C(C(=O)OC)C=CC=C1)(F)F (methyl 2-(7-trifluoromethyl-4-quinolyl)aminobenzoate), OCC1OCCCC1 (2-hydroxymethyltetrahydropyran), [Na] (sodium). Run in water ice, C1(=CC=CC=C1)C (toluene), C(C)(C)OC(C)C (diisopropyl ether). Product: ClC1=CC=C2C(=CC=NC2=C1)NC1=C(C(=O)OCC2OCCCC2)C=CC=C1 (2-Tetrahydropyranylmethyl 2-(7-chloro-4-quinolyl)aminobenzoate). The yield is 67.0%. Reaction SMILES: FC(F)(F)[C:3]1[CH:12]=[C:11]2[C:6]([C:7]([NH:13][C:14]3[CH:23]=[CH:22][CH:21]=[CH:20][C:15]=3[C:16]([O:18][CH3:19])=[O:17])=[CH:8][CH:9]=[N:10]2)=[CH:5][CH:4]=1.OC[CH:28]1[CH2:33][CH2:32][CH2:31][CH2:30][O:29]1.[Na].[ClH:35]>C(OC(C)C)(C)C.C1(C)C=CC=CC=1>[Cl:35][C:3]1[CH:12]=[C:11]2[C:6]([C:7]([NH:13][C:14]3[CH:23]=[CH:22][CH:21]=[CH:20][C:15]=3[C:16]([O:18][CH2:19][CH:28]3[CH2:33][CH2:32][CH2:31][CH2:30][O:29]3)=[O:17])=[CH:8][CH:9]=[N:10]2)=[CH:5][CH:4]=1 |^1:33|. Procedure details: By treating 15.4 g of methyl 2-(7-chloro-4-quinolyl)aminobenzoate (II, R=Cl, R"=CH3), 8.46 g of 2-hydroxymethyltetrahydropyran, 125 ml of toluene and in the presence of sodium, as described in Example 1, 19.8 g of a crude material are isolated. This material is dissolved in 250 ml of diisopropyl ether and 7 ml of hydrochloric acid (g) 10N ethanolic solution are added under cooling in water-ice bath. After 15 minutes the precipitated hydrochloride is filtered off, dried (19.45 g; 91%) and recryst... Reactants: C(C)(C)(C)C=1C=C(C=CC1N(CC)CC)C(C#CC1=CC(=C(C(=O)OC)C=C1)O)O (methyl 4-[3-(3-tert-butyl-4-diethylaminophenyl)-3-hydroxyprop-1-ynyl]-2-hydroxybenzoate), Cl (HCl), [Cl-].[NH4+] (ammonium chloride). The solvent is C1CCOC1 (THF), CO (methanol), NaCH. Run at time 2 hour. The product is C(C)(C)(C)C=1C=C(C=CC1N(CC)CC)C(C#CC1=CC(=C(C(=O)O)C=C1)O)O (4-[3-(3-tert-butyl-4-diethylaminophenyl)-3-hydroxy-prop-1-ynyl]-2-hydroxybenzoic acid), solid. Yield: 45.0%. RXN SMILES: [C:1]([C:5]1[CH:6]=[C:7]([CH:16]([OH:30])[C:17]#[C:18][C:19]2[CH:28]=[CH:27][C:22]([C:23]([O:25]C)=[O:24])=[C:21]([OH:29])[CH:20]=2)[CH:8]=[CH:9][C:10]=1[N:11]([CH2:14][CH3:15])[CH2:12][CH3:13])([CH3:4])([CH3:3])[CH3:2].[Cl-].[NH4+].Cl>C1COCC1.CO>[C:1]([C:5]1[CH:6]=[C:7]([CH:16]([OH:30])[C:17]#[C:18][C:19]2[CH:28]=[CH:27][C:22]([C:23]([OH:25])=[O:24])=[C:21]([OH:29])[CH:20]=2)[CH:8]=[CH:9][C:10]=1[N:11]([CH2:14][CH3:15])[CH2:12][CH3:13])([CH3:3])([CH3:4])[CH3:2] |f:1.2|. Procedure details: 1.7 g (4.3 mmol) of methyl 4-[3-(3-tert-butyl-4-diethylaminophenyl)-3-hydroxyprop-1-ynyl]-2-hydroxybenzoate are dissolved in 50 ml of THF with 1 ml of methanol and 2 ml of 1N aqueous NaCH. The solution is stirred at ambient temperature for 2 hours and then 2 days at reflux. The reaction medium is poured into a saturated solution of ammonium chloride, and the aqueous phase is brought to acidic pH with 1N HCl and then extracted twice with ethyl acetate. The organic phase is dried over magnesium su... Starting materials: ClC=1C=CC(=C(C(=O)NC=2C=CC(=C(C2)NC(C2=CC=C(C=C2)CN(CC)CC)=O)C)C1)[N+](=O)[O-] (N-[5-(5-chloro-2-nitrobenzamido)-2-methylphenyl]-4-diethylaminomethylbenzamide), N1CCOCC1 (morpholine). Run in C(Cl)Cl (methylene chloride). Reaction conditions: temperature 100 celsius. Yields the product CC1=C(C=C(C=C1)NC(C1=C(C=CC(=C1)N1CCOCC1)[N+](=O)[O-])=O)NC(C1=CC=C(C=C1)CN(CC)CC)=O (N-[2-methyl-5-(5-morpholino-2-nitrobenzamido)phenyl]-4-diethylaminomethylbenzamide). Yield: 64.0%. As a reaction SMILES: Cl[C:2]1[CH:3]=[CH:4][C:5]([N+:33]([O-:35])=[O:34])=[C:6]([CH:32]=1)[C:7]([NH:9][C:10]1[CH:11]=[CH:12][C:13]([CH3:31])=[C:14]([NH:16][C:17](=[O:30])[C:18]2[CH:23]=[CH:22][C:21]([CH2:24][N:25]([CH2:28][CH3:29])[CH2:26][CH3:27])=[CH:20][CH:19]=2)[CH:15]=1)=[O:8].[NH:36]1[CH2:41][CH2:40][O:39][CH2:38][CH2:37]1>C(Cl)Cl>[CH3:31][C:13]1[CH:12]=[CH:11][C:10]([NH:9][C:7](=[O:8])[C:6]2[CH:32]=[C:2]([N:36]3[CH2:41][CH2:40][O:39][CH2:38][CH2:37]3)[CH:3]=[CH:4][C:5]=2[N+:33]([O-:35])=[O:34])=[CH:15][C:14]=1[NH:16][C:17](=[O:30])[C:18]1[CH:19]=[CH:20][C:21]([CH2:24][N:25]([CH2:28][CH3:29])[CH2:26][CH3:27])=[CH:22][CH:23]=1. Reported procedure: Using an analogous procedure to that described in Example 67 except that the reaction mixture was heated to 105° C. for 16 hours rather than to 100° C. for 6 days, N-[5-(5-chloro-2-nitrobenzamido)-2-methylphenyl]-4-diethylaminomethylbenzamide was reacted with morpholine. The solid so obtained was dissolved in methylene chloride and the solution was washed with a saturated aqueous sodium bicarbonate solution. The organic solution was dried (MgSO4) and evaporated. There was thus obtained the title... The yield is 96.0%. Reactants: FC1=CC=C(OC(C(=O)OCC)CC2=CC=C(C=C2)O)C=C1 (ethyl 2-(4-fluorophenoxy)-3-(4-hydroxyphenyl)propionate), BrCCOC1OCCCC1 (2-(2-bromoethyoxy)tetrahydropyran), C([O-])([O-])=O.[K+].[K+] (potassium carbonate). Procedure details: In a similar manner to that described in Reference example 3(e), a reaction was carried out using ethyl 2-(4-fluorophenoxy)-3-(4-hydroxyphenyl)propionate (2.75 g), which is the product of Reference example 37(b), 2-(2-bromoethyoxy)tetrahydropyran (2.08 g)and potassium carbonate (3.75 g) and the reaction mixture was treated to afford the desired compound (3.75 g) as a colorless oil. Reaction SMILES: [F:1][C:2]1[CH:22]=[CH:21][C:5]([O:6][CH:7]([CH2:13][C:14]2[CH:19]=[CH:18][C:17]([OH:20])=[CH:16][CH:15]=2)[C:8]([O:10][CH2:11][CH3:12])=[O:9])=[CH:4][CH:3]=1.Br[CH2:24][CH2:25][O:26][CH:27]1[CH2:32][CH2:31][CH2:30][CH2:29][O:28]1.C(=O)([O-])[O-].[K+].[K+]>>[F:1][C:2]1[CH:22]=[CH:21][C:5]([O:6][CH:7]([CH2:13][C:14]2[CH:15]=[CH:16][C:17]([O:20][CH2:24][CH2:25][O:26][CH:27]3[CH2:32][CH2:31][CH2:30][CH2:29][O:28]3)=[CH:18][CH:19]=2)[C:8]([O:10][CH2:11][CH3:12])=[O:9])=[CH:4][CH:3]=1 |f:2.3.4|. Yields the product FC1=CC=C(OC(C(=O)OCC)CC2=CC=C(C=C2)OCCOC2OCCCC2)C=C1 (Ethyl 2-(4-fluorophenoxy)-3-[4-[2-(tetrahydropyran-2-yloxy)ethoxy]phenyl]-propionate). Reactants: ClC=1C=C2C(C(N(C2=CC1)S(=O)(=O)C1=C(C=C(C=C1)OC)OC(F)(F)F)=O)(C1=C(C=CC(=C1)CC=CCCO)OC)N1[C@H](C(=O)N(C)C)C[C@H](C1)O ((4R)-1-(5-chloro-3-{5-[5-hydroxypenta-2-en-1-yl]-2-methoxyphenyl}-1-{[4-methoxy-2-(trifluoromethoxy)phenyl]sulfonyl}-2-oxo-2,3-dihydro-1H-indol-3-yl)-4-hydroxy-N,N-dimethyl-L-prolinamide). Reagents/catalysts: [C].[Pd] (palladium-carbon). The solvent is CO (MeOH). Reaction conditions: time 1 hour. Product: ClC=1C=C2C(C(N(C2=CC1)S(=O)(=O)C1=C(C=C(C=C1)OC)OC(F)(F)F)=O)(C1=C(C=CC(=C1)CCCCCO)OC)N1[C@H](C(=O)N(C)C)C[C@H](C1)O ((4R)-1-(5-chloro-3-[5-(5-hydroxypentyl)-2-methoxyphenyl]-1-{[4-methoxy-2-(trifluoromethoxy)phenyl]sulfonyl}-2-oxo-2,3-dihydro-1H-indol-3-yl)-4-hydroxy-N,N-dimethyl-L-prolinamide). The yield is 42.9%. RXN SMILES: [Cl:1][C:2]1[CH:3]=[C:4]2[C:8](=[CH:9][CH:10]=1)[N:7]([S:11]([C:14]1[CH:19]=[CH:18][C:17]([O:20][CH3:21])=[CH:16][C:15]=1[O:22][C:23]([F:26])([F:25])[F:24])(=[O:13])=[O:12])[C:6](=[O:27])[C:5]2([N:42]1[CH2:51][C@H:50]([OH:52])[CH2:49][C@H:43]1[C:44]([N:46]([CH3:48])[CH3:47])=[O:45])[C:28]1[CH:33]=[C:32]([CH2:34][CH:35]=[CH:36][CH2:37][CH2:38][OH:39])[CH:31]=[CH:30][C:29]=1[O:40][CH3:41]>CO.[C].[Pd]>[Cl:1][C:2]1[CH:3]=[C:4]2[C:8](=[CH:9][CH:10]=1)[N:7]([S:11]([C:14]1[CH:19]=[CH:18][C:17]([O:20][CH3:21])=[CH:16][C:15]=1[O:22][C:23]([F:24])([F:26])[F:25])(=[O:12])=[O:13])[C:6](=[O:27])[C:5]2([N:42]1[CH2:51][C@H:50]([OH:52])[CH2:49][C@H:43]1[C:44]([N:46]([CH3:48])[CH3:47])=[O:45])[C:28]1[CH:33]=[C:32]([CH2:34][CH2:35][CH2:36][CH2:37][CH2:38][OH:39])[CH:31]=[CH:30][C:29]=1[O:40][CH3:41] |f:2.3|. Reported procedure: Under hydrogen atmosphere, suspension of 200 mg of the compound obtained in Example 262 and 20 mg of 5% palladium-carbon in MeOH (2 ml) was stirred at room temperature for one hour. The insoluble matter was separated by filtration with celite and the filtrate was concentrated under reduced pressure. The residue was purified by column chromatography (silicagel 60N; mobile phase: CHCl3/MeOH=30/1 to 15/1; v/v) to obtain 86 mg of the title compound (amorphous). The reactants are FC=1C=C(C(CCNC2=C(N(C3=CC(=CC=C23)Cl)C(=O)OC(C)(C)C)C(=O)OC)=O)C=CC1F (3-[(3,4-difluorophenacyl)methylamino]-2-carbmethoxy-6-chloro-1-(tert-butyloxycarbonyl)-indole), FC(C(=O)O)(F)F (trifluoracetic acid). The solvent is C(Cl)Cl (methylene chloride), C(C)(=O)OCC (ethyl acetate). Product: FC=1C=C(C(CCNC2=C(NC3=CC(=CC=C23)Cl)C(=O)OC)=O)C=CC1F (3-[(3,4-difluorophenacyl)methylamino]-2-carbmethoxy-6-chloroindole). The yield is 62.0%. RXN SMILES: [F:1][C:2]1[CH:3]=[C:4]([CH:31]=[CH:32][C:33]=1[F:34])[C:5](=[O:30])[CH2:6][CH2:7][NH:8][C:9]1[C:17]2[C:12](=[CH:13][C:14]([Cl:18])=[CH:15][CH:16]=2)[N:11](C(OC(C)(C)C)=O)[C:10]=1[C:26]([O:28][CH3:29])=[O:27].FC(F)(F)C(O)=O>C(Cl)Cl.C(OCC)(=O)C>[F:1][C:2]1[CH:3]=[C:4]([CH:31]=[CH:32][C:33]=1[F:34])[C:5](=[O:30])[CH2:6][CH2:7][NH:8][C:9]1[C:17]2[C:12](=[CH:13][C:14]([Cl:18])=[CH:15][CH:16]=2)[NH:11][C:10]=1[C:26]([O:28][CH3:29])=[O:27]. Procedure details: Dissolve 3-[(3,4-difluorophenacyl)methylamino]-2-carbmethoxy-6-chloro-1-(tert-butyloxycarbonyl)-indole from above in methylene chloride (5 mL). Add trifluoracetic acid (5 mL) and stir for 4 hours at room temperture. Dilute with ethyl acetate (50 mL) and rinse with 1N sodium hydroxide, saturated sodium chloride, dry over magnesium sulfate, filter and concentrate in vacuo. Purify the residue by flash chromatography (30% ethyl acetate/hexane) and recrystallize from ethyl acetate/hexane to yield the... The reactants are C(=O)(OC(C)(C)C)N[C@H]([C@H](C[C@H](C(=O)O)CC1=C(C(=C(C=C1)OC)C)C)O)CC1=CC=CC=C1 (5(S)-(Boc-amino)-4(S)-hydroxy-6-phenyl-2(R)-[(2,3-dimethyl-4-methoxyphenyl)methyl]hexanoic acid), N1C=NC=C1 (imidazole), C(C)(C)(C)[Si](Cl)(C)C (tert-butyldimethylchlorosilane). Solvent: CN(C)C=O (DMF). Conditions: time 2.25 hour. Yields the product C(=O)(OC(C)(C)C)N[C@H]([C@H](C[C@H](C(=O)O)CC1=C(C(=C(C=C1)OC)C)C)O[Si](C)(C)C(C)(C)C)CC1=CC=CC=C1 (5(S)-(Boc-Amino)-4(S)-(tert-butyldimethylsilyloxy)-6-phenyl-2(R)-[(2,3-dimethyl-4-methoxyphenyl)methyl]hexanoic acid). RXN SMILES: [C:1]([NH:8][C@@H:9]([CH2:28][C:29]1[CH:34]=[CH:33][CH:32]=[CH:31][CH:30]=1)[C@@H:10]([OH:27])[CH2:11][C@@H:12]([CH2:16][C:17]1[CH:22]=[CH:21][C:20]([O:23][CH3:24])=[C:19]([CH3:25])[C:18]=1[CH3:26])[C:13]([OH:15])=[O:14])([O:3][C:4]([CH3:7])([CH3:6])[CH3:5])=[O:2].N1C=CN=C1.[C:40]([Si:44]([CH3:47])([CH3:46])Cl)([CH3:43])([CH3:42])[CH3:41]>CN(C=O)C>[C:1]([NH:8][C@@H:9]([CH2:28][C:29]1[CH:34]=[CH:33][CH:32]=[CH:31][CH:30]=1)[C@@H:10]([O:27][Si:44]([C:40]([CH3:43])([CH3:42])[CH3:41])([CH3:47])[CH3:46])[CH2:11][C@@H:12]([CH2:16][C:17]1[CH:22]=[CH:21][C:20]([O:23][CH3:24])=[C:19]([CH3:25])[C:18]=1[CH3:26])[C:13]([OH:15])=[O:14])([O:3][C:4]([CH3:7])([CH3:6])[CH3:5])=[O:2]. Procedure: A solution of 1.153 g (2.445 mmol) of 5(S)-(Boc-amino)-4(S)-hydroxy-6-phenyl-2(R)-[(2,3-dimethyl-4-methoxyphenyl)methyl]hexanoic acid, 1.372 g (20.05 mmol) of imidazole and 1.709 g (11.0 mmol) of tert-butyldimethylchlorosilane in 8.7 ml of abs. DMF is stirred at RT for 18 h under argon. After that, the reaction mixture is poured onto ice-water and the whole is extracted with ethyl acetate. The organic phase is washed with cold 10% citric acid solution and saline. The combined aqueous phases are ... Starting materials: BrCCCCCCO (6-bromo-hexan-1-ol), solution, CN (methylamine), diamine, C(=O)(OCC1=CC=CC=C1)Cl (Carbobenzyloxychloride). Run in CCOCC (ether), C1CCOC1 (THF), CCOCC (ether). Reaction conditions: time 8 hour. The product is CN(C(=O)OCC1=CC=CC=C1)CCCCCCO (6-(N-methyl-N-Carbobenzyloxyamino)-hexan-1-ol), product. The yield is 76.0%. RXN SMILES: Br[CH2:2][CH2:3][CH2:4][CH2:5][CH2:6][CH2:7][OH:8].[CH3:9][NH2:10].[C:11](Cl)([O:13][CH2:14][C:15]1[CH:20]=[CH:19][CH:18]=[CH:17][CH:16]=1)=[O:12]>C1COCC1.CCOCC>[CH3:9][N:10]([CH2:2][CH2:3][CH2:4][CH2:5][CH2:6][CH2:7][OH:8])[C:11]([O:13][CH2:14][C:15]1[CH:20]=[CH:19][CH:18]=[CH:17][CH:16]=1)=[O:12]. Reported procedure: Unsymmetrical Primary/Secondary diamine: 6-(N-methyl-N-Carbobenzyloxyamino)-hexan-1-ol was synthesized as follows. To a solution of 6-bromo-hexan-1-ol (2.0 g, 17.4 mmol) was added 50 mL of a 2.0 M solution of methylamine (˜10 eq.) in THF and the reaction was allowed to stir overnight. The reaction mixture was diluted with 30 mL of ether, filtered, and concentrated. The crude material was then diluted in 30 mL of ether and 50 mL of saturated NaHCO3 solution. Carbobenzyloxychloride (2.5 g, 51 mmol...